Dataset: the Open Reaction Database (ORD), a public repository of structured organic reaction records. Task: describe an organic reaction: reactants, conditions, products, and yield Starting materials: CS(=O)(=O)C (dimethylsulfone), Cl (hydrochloric acid), [H-].[Na+] (sodium hydride), COC(C1=CC(=C(C(=C1)OC)N(C(C)=O)C)OC)=O (3,5-dimethoxy-4-(N-methyl-acetamido)-benzoic acid methyl ester). The solvent is O (water), CS(=O)C (dimethylsulfoxide). Run at time 2.25 hour. The product is COC1=C(N(C(C)=O)C)C(=CC(=C1)C(CS(=O)(=O)C)=O)OC (2',6'-dimethoxy-N-methyl-4'-[(methylsulfonyl)-acetyl]-acetanilide). Reaction SMILES: [CH3:1][S:2]([CH3:5])(=[O:4])=[O:3].[H-].[Na+].C[O:9][C:10](=O)[C:11]1[CH:16]=[C:15]([O:17][CH3:18])[C:14]([N:19]([CH3:23])[C:20](=[O:22])[CH3:21])=[C:13]([O:24][CH3:25])[CH:12]=1.Cl>O.CS(C)=O>[CH3:18][O:17][C:15]1[CH:16]=[C:11]([C:10](=[O:9])[CH2:1][S:2]([CH3:5])(=[O:4])=[O:3])[CH:12]=[C:13]([O:24][CH3:25])[C:14]=1[N:19]([CH3:23])[C:20](=[O:22])[CH3:21] |f:1.2|. Procedure details: A suspension of 35.7 g. of dimethylsulfone and 12.0 g. of sodium hydride (50% dispersion in oil) in 100 ml. of absolute dimethylsulfoxide was stirred at 50° C. for 3 hours with the exclusion of moisture and subsequently treated with 34.0 g. of 3,5-dimethoxy-4-(N-methyl-acetamido)-benzoic acid methyl ester. After stirring at room temperature for 2.25 hours, the mixture was diluted with 1 liter of water. The resulting solution was made acidic with 3N hydrochloric acid and extracted with two 1 lite... Reactants: C1(=CC=CC=C1)C=1NC(N(N1)C1CCNCC1)=O (5-phenyl-2-piperidin-4-yl-2,4-dihydro-1,2,4-triazol-3-one), ClC1=CC(=NC=N1)C(=O)C1=CC2=C(NC(O2)=O)C(=C1)C (6-(6-chloropyrimidine-4-carbonyl)-4-methyl-3H-benzoxazol-2-one), CCN(C(C)C)C(C)C (DIPEA). Solvent: CN(C)C=O (DMF). Yields the product CC1=CC(=CC2=C1NC(O2)=O)C(=O)C2=NC=NC(=C2)N2CCC(CC2)N2N=C(NC2=O)C2=CC=CC=C2 (4-methyl-6-{6-[4-(5-oxo-3-phenyl-4,5-dihydro-1,2,4-triazol-1-yl)-piperidin-1-yl]-pyrimidine-4-carbonyl}-3H-benzoxazol-2-one). Reaction SMILES: [C:1]1([C:7]2[NH:8][C:9](=[O:18])[N:10]([CH:12]3[CH2:17][CH2:16][NH:15][CH2:14][CH2:13]3)[N:11]=2)[CH:6]=[CH:5][CH:4]=[CH:3][CH:2]=1.Cl[C:20]1[N:25]=[CH:24][N:23]=[C:22]([C:26]([C:28]2[CH:37]=[C:36]([CH3:38])[C:31]3[NH:32][C:33](=[O:35])[O:34][C:30]=3[CH:29]=2)=[O:27])[CH:21]=1.CCN(C(C)C)C(C)C>CN(C=O)C>[CH3:38][C:36]1[C:31]2[NH:32][C:33](=[O:35])[O:34][C:30]=2[CH:29]=[C:28]([C:26]([C:22]2[CH:21]=[C:20]([N:15]3[CH2:14][CH2:13][CH:12]([N:10]4[C:9](=[O:18])[NH:8][C:7]([C:1]5[CH:2]=[CH:3][CH:4]=[CH:5][CH:6]=5)=[N:11]4)[CH2:17][CH2:16]3)[N:25]=[CH:24][N:23]=2)=[O:27])[CH:37]=1. Procedure details: 378 mg (1.00 mmol) 5-phenyl-2-piperidin-4-yl-2,4-dihydro-1,2,4-triazol-3-one, 289 mg (1.00 mmol) 6-(6-chloropyrimidine-4-carbonyl)-4-methyl-3H-benzoxazol-2-one and 0.348 mL (2.0 mmol) DIPEA were stirred overnight in 10 mL DMF at RT. The mixture was purified by preparative HPLC-MS. The fractions containing the product were combined, the organic solvent was eliminated i. vac. and the aqueous phase remaining was neutralised with a 4N aqueous NaOH solution. The precipitate was suction filtered, wash... Reactants: FC1=CC(=C2C=NN(C2=C1)C)C(C)=NO (1-(6-fluoro-1-methyl-1H-indazol-4-yl)ethanone oxime), [NH4+].[Cl-] (NH4Cl). Reagents/catalysts: [Zn] (Zn). The solvent is CO (MeOH). The product is FC1=CC(=C2C=NN(C2=C1)C)C(C)N (1-(6-Fluoro-1-methyl-1H-indazol-4-yl)ethanamine). Yield: 99.1%. Reaction SMILES: [F:1][C:2]1[CH:10]=[C:9]2[C:5]([CH:6]=[N:7][N:8]2[CH3:11])=[C:4]([C:12](=[N:14]O)[CH3:13])[CH:3]=1.[NH4+].[Cl-]>CO.[Zn]>[F:1][C:2]1[CH:10]=[C:9]2[C:5]([CH:6]=[N:7][N:8]2[CH3:11])=[C:4]([CH:12]([NH2:14])[CH3:13])[CH:3]=1 |f:1.2|. Reported procedure: To the solution of 1-(6-fluoro-1-methyl-1H-indazol-4-yl)ethanone oxime (848 mg, 4.10 mmol) in MeOH (60 mL) was added powdered Zn (13.6 g, 212.5 mmol, 50.0 eq.) and NH4Cl (13.6 g, 251 mmol, 60.0 eq.). The mixture was heated at reflux overnight, filtered, and concentrated in vacuo. To the residue was added DCM, and the mixture was washed with water, dried (MgSO4) and concentrated in vacuo to afford 1-(6-fluoro-1-methyl-1H-indazol-4-yl)ethanamine (131) as syrup (785 mg, 87%). MS (ESI): m/z=177.2 [M... The reactants are C1(=CC=CC2=CC=CC=C12)NC=1OC2=C(N1)C=CC(=C2F)CC(=O)OC (Methyl (2-(1-naphthylamino)-7-fluoro-6-benzoxazolyl)acetate), [OH-].[Na+] (NaOH). The solvent is C1CCOC1.CO (THF methanol). Run at time 12 hour. The product is C1(=CC=CC2=CC=CC=C12)NC=1OC2=C(N1)C=CC(=C2F)CC(=O)O ((2-(1-naphthylamino)-7-fluoro-6-benzoxazolyl)acetic acid). The yield is 106.5%. RXN SMILES: [C:1]1([NH:11][C:12]2[O:13][C:14]3[C:20]([F:21])=[C:19]([CH2:22][C:23]([O:25]C)=[O:24])[CH:18]=[CH:17][C:15]=3[N:16]=2)[C:10]2[C:5](=[CH:6][CH:7]=[CH:8][CH:9]=2)[CH:4]=[CH:3][CH:2]=1.[OH-].[Na+]>C1COCC1.CO>[C:1]1([NH:11][C:12]2[O:13][C:14]3[C:20]([F:21])=[C:19]([CH2:22][C:23]([OH:25])=[O:24])[CH:18]=[CH:17][C:15]=3[N:16]=2)[C:10]2[C:5](=[CH:6][CH:7]=[CH:8][CH:9]=2)[CH:4]=[CH:3][CH:2]=1 |f:1.2,3.4|. Reported procedure: Methyl (2-(1-naphthylamino)-7-fluoro-6-benzoxazolyl)acetate (1.41 g, 4.02 mmol) was dissolved in THF/methanol (21, 30 ml). To the resulting solution was added 1N NaOH (10 ml). After stirring at room temperature for 12 hours, the reaction mixture was distilled under reduced pressure to remove the solvent. The residue was acidified with 1N HCl. The crystals thus precipitated were collected by filtration under reduced pressure, washed with water and dried under reduced pressure to give (2-(1-naphth... The reactants are O (water), C(=O)=O (carbon dioxide), N (ammonia). Product: C([O-])([O-])=O.[NH4+].[NH4+] (ammonium carbonate), C([O-])(O)=O.[NH4+] (ammonium bicarbonate). As a reaction SMILES: [C:1](=[O:3])=[O:2].[NH3:4].[OH2:5]>>[C:1](=[O:5])([O-:3])[O-:2].[NH4+:4].[NH4+:4].[C:1](=[O:5])([OH:3])[O-:2].[NH4+:4] |f:3.4.5,6.7|. Reported procedure: In addition, if both water and carbon dioxide are in the presence of ammonia, then ammonium carbonate or ammonium bicarbonate are formed respectively according to Reactions x2 or x3 below. 2NH3(g)+H2O(I)+CO2(g)<=>(NH4)2CO3(aq)  (x2) NH3(g)+H2O(I)+CO2(g)<=>(NH4)HCO3(aq)  (x3) Starting materials: O=C1CCc2c(Cl)nc(C=Cc3ccccc3)nc2N1, [K+], [K+], O=C([O-])[O-], CN(C)C=O. Product: Cc1nc(C=Cc2ccccc2)nc2c1CCC(=O)N2. As a reaction SMILES: [Cl:1][c:2]1[c:3]2[c:4]([n:5][c:6]([CH:8]=[CH:9][c:10]3[cH:11][cH:12][cH:13][cH:14][cH:15]3)[n:7]1)[NH:16][C:17](=[O:20])[CH2:18][CH2:19]2.[K+:21].[K+:22].[O-:23][C:24]([O-:25])=[O:26].[O:27]=[CH:28][N:29]([CH3:30])[CH3:31]>>[c:2]1([CH3:24])[c:3]2[c:4]([n:5][c:6]([CH:8]=[CH:9][c:10]3[cH:11][cH:12][cH:13][cH:14][cH:15]3)[n:7]1)[NH:16][C:17](=[O:20])[CH2:18][CH2:19]2. The reactants are Cc1nc[nH]c1C, Clc1cccc(Oc2ccc(CBr)cc2)c1, [H-], [Na+], C1CCOC1, O. Yields the product Cc1ncn(Cc2ccc(Oc3cccc(Cl)c3)cc2)c1C. As a reaction SMILES: [CH3:3][c:4]1[n:5][cH:6][nH:7][c:8]1[CH3:9].[Cl:10][c:11]1[cH:12][c:13]([O:14][c:15]2[cH:16][cH:17][c:18]([CH2:19][Br:20])[cH:21][cH:22]2)[cH:23][cH:24][cH:25]1.[H-:1].[Na+:2].[O:27]1[CH2:28][CH2:29][CH2:30][CH2:31]1.[OH2:26]>>[CH3:3][c:4]1[n:5]([CH2:19][c:18]2[cH:17][cH:16][c:15]([O:14][c:13]3[cH:12][c:11]([Cl:10])[cH:25][cH:24][cH:23]3)[cH:22][cH:21]2)[cH:6][n:7][c:8]1[CH3:9]. Starting materials: Cl (HCl), N(=O)[O-].[Na+] (NaNO2), Cl (HCl), COC1=C(C(=CC=C1)[N+](=O)[O-])N (2-methoxy-6-nitro-phenylamine). Reagents/catalysts: Cl[Cu] (CuCl). Solvent: O (water), O (water). Run at time 0.5 hour. The product is 12.69, ClC1=C(C=CC=C1[N+](=O)[O-])OC (2-Chloro-1-methoxy-3-nitro-benzene). As a reaction SMILES: [CH3:1][O:2][C:3]1[CH:8]=[CH:7][CH:6]=[C:5]([N+:9]([O-:11])=[O:10])[C:4]=1N.N([O-])=O.[Na+].[ClH:17]>O.Cl[Cu]>[Cl:17][C:4]1[C:5]([N+:9]([O-:11])=[O:10])=[CH:6][CH:7]=[CH:8][C:3]=1[O:2][CH3:1] |f:1.2|. Procedure details: To a mixture consisting of 15.5 g (92.26 mmol) 2-methoxy-6-nitro-phenylamine, 31 ml water and 31 ml conc. HCl, a solution of 6.36 g (92.26 mmol) NaNO2 in 38 ml water is slowly added dropwise at −10° C.-0° C. After stirring for 0.5 h the mixture is slowly added to a solution of 11.88 g (120 mmol) CuCl in 93 ml conc. HCl. After completion of the addition stirring is continued for 1.5 h at room temperature and for 0.5 h at reflux temperature. The reaction mixture is allowed to cool to room temperat...